This data is from the Open Reaction Database (ORD), a public repository of structured organic reaction records. The task is: describe an organic reaction: reactants, conditions, products, and yield Reactants: C(C1=CC=CC=C1)O[C@H]1[C@@H](O[C@@H]([C@H]([C@@H]1OCC1=CC=CC=C1)OCC1=CC=CC=C1)COC(C1=CC=CC=C1)(C1=CC=CC=C1)C1=CC=CC=C1)C1=CC(=C(C=C1)Cl)CC1=CC=C(C=C1)OCC ((2S,3S,4R,5R,6R)-3,4,5-Tris-benzyloxy-2-[4-chloro-3-(4-ethoxy-benzyl)-phenyl]-6-trityloxymethyl-tetrahydro-pyran), [Al+3].[Cl-].[Cl-].[Cl-] (AlCl3). Solvent: O (water), C(=O)(O)[O-].[Na+] (NaHCO3), C(Cl)Cl (DCM), C(C)OCC (diethyl ether). Run at time 2 hour. The product is C(C1=CC=CC=C1)O[C@@H]1[C@H](O[C@H]([C@@H]([C@H]1OCC1=CC=CC=C1)OCC1=CC=CC=C1)C1=CC(=C(C=C1)Cl)CC1=CC=C(C=C1)OCC)CO ({(2R,3R,4R,5S,6S)-3,4,5-Tris-benzyloxy-6-[4-chloro-3-(4-ethoxy-benzyl)-phenyl]-tetrahydro-pyran-2-yl}-methanol). Yield: 50.2%. As a reaction SMILES: [CH2:1]([O:8][C@@H:9]1[C@@H:14]([O:15][CH2:16][C:17]2[CH:22]=[CH:21][CH:20]=[CH:19][CH:18]=2)[C@H:13]([O:23][CH2:24][C:25]2[CH:30]=[CH:29][CH:28]=[CH:27][CH:26]=2)[C@@H:12]([CH2:31][O:32]C(C2C=CC=CC=2)(C2C=CC=CC=2)C2C=CC=CC=2)[O:11][C@H:10]1[C:52]1[CH:57]=[CH:56][C:55]([Cl:58])=[C:54]([CH2:59][C:60]2[CH:65]=[CH:64][C:63]([O:66][CH2:67][CH3:68])=[CH:62][CH:61]=2)[CH:53]=1)[C:2]1[CH:7]=[CH:6][CH:5]=[CH:4][CH:3]=1.[Al+3].[Cl-].[Cl-].[Cl-]>C(Cl)Cl.C(OCC)C.O.C([O-])(O)=O.[Na+]>[CH2:24]([O:23][C@H:13]1[C@H:14]([O:15][CH2:16][C:17]2[CH:18]=[CH:19][CH:20]=[CH:21][CH:22]=2)[C@@H:9]([O:8][CH2:1][C:2]2[CH:7]=[CH:6][CH:5]=[CH:4][CH:3]=2)[C@H:10]([C:52]2[CH:57]=[CH:56][C:55]([Cl:58])=[C:54]([CH2:59][C:60]3[CH:61]=[CH:62][C:63]([O:66][CH2:67][CH3:68])=[CH:64][CH:65]=3)[CH:53]=2)[O:11][C@@H:12]1[CH2:31][OH:32])[C:25]1[CH:26]=[CH:27][CH:28]=[CH:29][CH:30]=1 |f:1.2.3.4,8.9|. Procedure details: To a solution of (2S,3S,4R,5R,6R)-3,4,5-Tris-benzyloxy-2-[4-chloro-3-(4-ethoxy-benzyl)-phenyl]-6-trityloxymethyl-tetrahydro-pyran (12.2 g, 17.9 mmole) in dry DCM (50 mL), AlCl3 (2.8 gm, 21.5 mmole) in diethyl ether was added at 0° C. and stirred at room temperature for 2 hours. The reaction mixture was diluted with water (500 mL) and saturated aqueous NaHCO3 (50 mL), extracted with DCM (2×250 mL). The crude product obtained after the removal of solvent was purified using silica gel column chroma... Reactants: C1CCOC1, [Li]CCCC, ClCCCI, [Cu]I, Cc1csc2ccc(F)cc12. Product: Cc1c(CCCCl)sc2ccc(F)cc12. As a reaction SMILES: [CH2:22]1[O:23][CH2:24][CH2:25][CH2:26]1.[CH3:1][CH2:2][CH2:3][CH2:4][Li:5].[Cl:17][CH2:18][CH2:19][CH2:20][I:21].[Cu:27][I:28].[F:6][c:7]1[cH:8][c:9]2[c:10]([s:11][cH:12][c:13]2[CH3:14])[cH:15][cH:16]1>>[F:6][c:7]1[cH:8][c:9]2[c:10]([s:11][c:12]([CH2:20][CH2:19][CH2:18][Cl:17])[c:13]2[CH3:14])[cH:15][cH:16]1. The reactants are BrC1=NC(=CC(=C1)S(=O)(=O)C1=CC=C(C=C1)N)N1CCCC1 (4-(2-bromo-6-pyrrolidine-1-yl-pyridine-4-sulfonyl)-phenylamine), C1=C(C=CC2=CC=CC=C12)B(O)O (2-naphthylboronic acid). The reagents and catalysts are C1=CC=C(C=C1)P(C2=CC=CC=C2)C3=CC=CC=C3.C1=CC=C(C=C1)P(C2=CC=CC=C2)C3=CC=CC=C3.Cl[Pd]Cl (bis(triphenylphosphine)-palladium(II)-chloride). Solvent: C([O-])([O-])=O.[K+].[K+] (potassium carbonate), C1(=CC=CC=C1)C (toluene). Yields the product C1=C(C=CC2=CC=CC=C12)C1=NC(=CC(=C1)S(=O)(=O)C1=CC=C(C=C1)N)N1CCCC1 (4-(2-naphthalen-2-yl-6-pyrrolidine-1-yl-pyridine-4-sulfonyl)-phenylamine). Isolated yield 35.4%. Reaction SMILES: Br[C:2]1[CH:7]=[C:6]([S:8]([C:11]2[CH:16]=[CH:15][C:14]([NH2:17])=[CH:13][CH:12]=2)(=[O:10])=[O:9])[CH:5]=[C:4]([N:18]2[CH2:22][CH2:21][CH2:20][CH2:19]2)[N:3]=1.[CH:23]1[C:32]2[C:27](=[CH:28][CH:29]=[CH:30][CH:31]=2)[CH:26]=[CH:25][C:24]=1B(O)O>C1(C)C=CC=CC=1.C(=O)([O-])[O-].[K+].[K+].C1C=CC(P(C2C=CC=CC=2)C2C=CC=CC=2)=CC=1.C1C=CC(P(C2C=CC=CC=2)C2C=CC=CC=2)=CC=1.Cl[Pd]Cl>[CH:31]1[C:32]2[C:27](=[CH:26][CH:25]=[CH:24][CH:23]=2)[CH:28]=[CH:29][C:30]=1[C:2]1[CH:7]=[C:6]([S:8]([C:11]2[CH:16]=[CH:15][C:14]([NH2:17])=[CH:13][CH:12]=2)(=[O:10])=[O:9])[CH:5]=[C:4]([N:18]2[CH2:22][CH2:21][CH2:20][CH2:19]2)[N:3]=1 |f:3.4.5,6.7.8|. Reported procedure: A mixture of 191 mg (0.5 mmole) 4-(2-bromo-6-pyrrolidine-1-yl-pyridine-4-sulfonyl)-phenylamine, 95 mg (0.55 mmole) 2-naphthylboronic acid, 18 mg bis(triphenylphosphine)-palladium(II)-chloride is refluxed for 2 hours in 20 ml toluene and 5 ml 2N aqueous potassium carbonate. The solvents are removed in vacuo. Flash chromatography (silicagel, ethyl acetate/hexane 1/1) of the residue yields 76 mg (36%) pure 4-(2-naphthalen-2-yl-6-pyrrolidine-1-yl-pyridine-4-sulfonyl)-phenylamine as a pale yellow sol... The reactants are NCC1=CN(C2=CC(=CC=C2C1=O)Cl)C1=CC=CC=C1 (3-(aminomethyl)-7-chloro-1-phenylquinolin-4(1H)-one), NCC1=CN(C2=CC(=CC=C2C1=O)Cl)C1=CC=CC=C1 (3-(aminomethyl)-7-chloro-1-phenylquinolin-4(1H)-one), ClC(=O)OC1=CC=C(C=C1)[N+](=O)[O-] (4-nitrophenyl chloroformate), C(C)(C)N(C(C)C)CC (N,N-diisopropylethylamine). Run in C(Cl)Cl (CH2Cl2). Conditions: time 8 hour. Yields the product [N+](=O)([O-])C1=CC=C(C=C1)OC(NCC1=CN(C2=CC(=CC=C2C1=O)Cl)C1=CC=CC=C1)=O ((7-chloro-4-oxo-1-phenyl-1,4-dihydro-quinolin-3-ylmethyl)-carbamic acid 4-nitro-phenyl ester). The yield is 101.3%. Reaction SMILES: [NH2:1][CH2:2][C:3]1[C:12](=[O:13])[C:11]2[C:6](=[CH:7][C:8]([Cl:14])=[CH:9][CH:10]=2)[N:5]([C:15]2[CH:20]=[CH:19][CH:18]=[CH:17][CH:16]=2)[CH:4]=1.Cl[C:22]([O:24][C:25]1[CH:30]=[CH:29][C:28]([N+:31]([O-:33])=[O:32])=[CH:27][CH:26]=1)=[O:23].C(N(CC)C(C)C)(C)C>C(Cl)Cl>[N+:31]([C:28]1[CH:27]=[CH:26][C:25]([O:24][C:22](=[O:23])[NH:1][CH2:2][C:3]2[C:12](=[O:13])[C:11]3[C:6](=[CH:7][C:8]([Cl:14])=[CH:9][CH:10]=3)[N:5]([C:15]3[CH:16]=[CH:17][CH:18]=[CH:19][CH:20]=3)[CH:4]=2)=[CH:30][CH:29]=1)([O-:33])=[O:32]. Procedure details: In a 250 mL round-bottomed flask, 3-(aminomethyl)-7-chloro-1-phenylquinolin-4(1H)-one (intermediate D) (1 g, 3.51 mmol), 4-nitrophenyl chloroformate (708 mg, 3.51 mmol) and N,N-diisopropylethylamine (1.36 g, 1.84 mL, 10.5 mmol) were combined with CH2Cl2 (30 mL). The reaction mixture was stirred overnight at room temperature. After this time, the reaction mixture was concentrated to dryness to afford (7-chloro-4-oxo-1-phenyl-1,4-dihydro-quinolin-3-ylmethyl)-carbamic acid 4-nitro-phenyl ester (1.6... Reactants: ice water, FC(C=1C=C(CS)C=CC1)(F)F (3-trifluoromethylbenzyl mercaptan), C(C)(C)N(CC)C(C)C (diisopropylethylamine), ClC=1C=C(C(=CC1C)[N+](=O)[O-])C (3-chloro-6-nitro-p-xylene). Run in CN1C(CCC1)=O (N-methylpyrrolidinone). Reaction conditions: temperature 130 celsius. Yields the product [N+](=O)([O-])C1=C(C=C(C(=C1)C)SCC1=CC(=CC=C1)C(F)(F)F)C (2-Nitro-5-(3-trifluoromethylbenzylthio)-p-xylene). As a reaction SMILES: [F:1][C:2]([F:12])([F:11])[C:3]1[CH:4]=[C:5]([CH:8]=[CH:9][CH:10]=1)[CH2:6][SH:7].C(N(C(C)C)CC)(C)C.Cl[C:23]1[CH:24]=[C:25]([CH3:33])[C:26]([N+:30]([O-:32])=[O:31])=[CH:27][C:28]=1[CH3:29]>CN1CCCC1=O>[N+:30]([C:26]1[CH:27]=[C:28]([CH3:29])[C:23]([S:7][CH2:6][C:5]2[CH:8]=[CH:9][CH:10]=[C:3]([C:2]([F:11])([F:12])[F:1])[CH:4]=2)=[CH:24][C:25]=1[CH3:33])([O-:32])=[O:31]. Procedure: A mixture of 3-trifluoromethylbenzyl mercaptan (3.42 g), diisopropylethylamine (2.3 g) and 3-chloro-6-nitro-p-xylene (3.0 g) in dry N-methylpyrrolidinone (20 ml) was heated at 130° C. for 6 hours. On cooling, the mixture was poured into ice-water and the resulting mixture was filtered to give a solid which was washed with ice-water and then air dried. The solid was purified by silica gel chromatography eluting with light petroleum (60-80° C.)/ethyl acetate (9:1) to give the title product as a so... The reactants are CC#N, CC(C)(C)OC(=O)N1CCCC1CN, CS(=O)(=O)c1nc(N)n2nc(-c3ccco3)nc2n1. Product: CC(C)(C)OC(=O)N1CCCC1CNc1nc(N)n2nc(-c3ccco3)nc2n1. RXN SMILES: [CH3:34][C:35]#[N:36].[NH2:20][CH2:21][CH:22]1[N:23]([C:27](=[O:28])[O:29][C:30]([CH3:31])([CH3:32])[CH3:33])[CH2:24][CH2:25][CH2:26]1.[o:1]1[c:2](-[c:6]2[n:7][n:8]3[c:9]([n:10][c:11]([S:15]([CH3:16])(=[O:17])=[O:18])[n:12][c:13]3[NH2:14])[n:19]2)[cH:3][cH:4][cH:5]1>>[o:1]1[c:2](-[c:6]2[n:7][n:8]3[c:9]([n:10][c:11]([NH:20][CH2:21][CH:22]4[N:23]([C:27](=[O:28])[O:29][C:30]([CH3:31])([CH3:32])[CH3:33])[CH2:24][CH2:25][CH2:26]4)[n:12][c:13]3[NH2:14])[n:19]2)[cH:3][cH:4][cH:5]1. Reactants: FC(C=1C=C(C(=O)NCC(=O)N[C@H]2CN(CC2)C2CCN(CC2)C(=O)OCC2=CC=CC=C2)C=CC1)(F)F (benzyl 4-{(3R)-3-[({[3-(trifluoromethyl)benzoyl]amino}acetyl)amino]pyrrolidin-1-yl}piperidine-1-carboxylate), [H][H] (hydrogen), [H][H] (hydrogen). Reagents/catalysts: [Pd] (Palladium). Run in CO (methanol). The product is O=C(CNC(C1=CC(=CC=C1)C(F)(F)F)=O)N[C@H]1CN(CC1)C1CCNCC1 (N-(2-oxo-2-{[(3R)-1-piperidin-4-ylpyrrolidin-3-yl]amino}ethyl)-3-(trifluoromethyl)benzamide). Yield: 96.7%. As a reaction SMILES: [F:1][C:2]([F:38])([F:37])[C:3]1[CH:4]=[C:5]([CH:34]=[CH:35][CH:36]=1)[C:6]([NH:8][CH2:9][C:10]([NH:12][C@@H:13]1[CH2:17][CH2:16][N:15]([CH:18]2[CH2:23][CH2:22][N:21](C(OCC3C=CC=CC=3)=O)[CH2:20][CH2:19]2)[CH2:14]1)=[O:11])=[O:7].[H][H]>CO.[Pd]>[O:11]=[C:10]([NH:12][C@@H:13]1[CH2:17][CH2:16][N:15]([CH:18]2[CH2:19][CH2:20][NH:21][CH2:22][CH2:23]2)[CH2:14]1)[CH2:9][NH:8][C:6](=[O:7])[C:5]1[CH:34]=[CH:35][CH:36]=[C:3]([C:2]([F:38])([F:37])[F:1])[CH:4]=1. Procedure details: In a round-bottom flask, a slurry of benzyl 4-{(3R)-3-[({[3-(trifluoromethyl)benzoyl]amino}acetyl)amino]pyrrolidin-1-yl}piperidine-1-carboxylate (0.690 g, 1.30 mmol) and Palladium (10%) on Carbon (0.200 g) in methanol (10 mL) was purged with hydrogen gas for 2 min.; the reaction was then subjected to 1 atm of hydrogen gas for 3 h. The flask was purged with Argon, then the mixture was filtered and concentrated to afford N-(2-oxo-2-{[(3R)-1-piperidin-4-ylpyrrolidin-3-yl]amino}ethyl)-3-(trifluorome... Reactants: CCO, CC(C)Oc1ccc([N+](=O)[O-])cc1C(=O)O. Yields the product CC(C)Oc1ccc(N)cc1C(=O)O. RXN SMILES: [CH3:17][CH2:18][OH:19].[CH:1]([CH3:2])([CH3:3])[O:4][c:5]1[c:6]([C:7](=[O:8])[OH:9])[cH:10][c:11]([N+:14]([O-:15])=[O:16])[cH:12][cH:13]1>>[CH:1]([CH3:2])([CH3:3])[O:4][c:5]1[c:6]([C:7](=[O:8])[OH:9])[cH:10][c:11]([NH2:14])[cH:12][cH:13]1. Reactants: OC1CCNCC1 (4-hydroxypiperidine), CSC=1N=C(C2=C(N1)C(=CNC2=O)C2=CC=CC=C2)NC2=CC=C(C=C2)OC2=CC=CC=C2 (2-(methylthio)-4-(4-phenoxyphenylamino)-8-phenylpyrido[4,3-d]pyrimidin-5(6H)-one), IC1=CNC(C2=C1N=C(N=C2NC2=CC=C(C=C2)OC2=CC=CC=C2)SC)=O (8-iodo-2-(methylthio)-4-(4-phenoxyphenylamino)pyrido[4,3-d]pyrimidin-5(6H)-one), C1(=CC=CC=C1)B(O)O (benzenboronic acid), tetrakis(triphenyphosphine)palladium (0), C([O-])([O-])=O.[Na+].[Na+] (sodium carbonate). Solvent: O1CCOCC1 (dioxane). Reaction conditions: temperature 80 celsius. The product is OC1CCN(CC1)C=1N=C(C2=C(N1)C(=CNC2=O)C2=CC=CC=C2)NC2=CC=C(C=C2)OC2=CC=CC=C2 (2-(4-hydroxypiperidin-1-yl)-4-(4-phenoxyphenylamino)-8-phenylpyrido[4,3-d]pyrimidin-5(6H)-one). As a reaction SMILES: IC1C2N=C(SC)N=C(NC3C=CC(OC4C=CC=CC=4)=CC=3)C=2C(=O)NC=1.C1(B(O)O)C=CC=CC=1.C(=O)([O-])[O-].[Na+].[Na+].CS[C:46]1[N:47]=[C:48]([NH:63][C:64]2[CH:69]=[CH:68][C:67]([O:70][C:71]3[CH:76]=[CH:75][CH:74]=[CH:73][CH:72]=3)=[CH:66][CH:65]=2)[C:49]2[C:55](=[O:56])[NH:54][CH:53]=[C:52]([C:57]3[CH:62]=[CH:61][CH:60]=[CH:59][CH:58]=3)[C:50]=2[N:51]=1.[OH:77][CH:78]1[CH2:83][CH2:82][NH:81][CH2:80][CH2:79]1>O1CCOCC1>[OH:77][CH:78]1[CH2:83][CH2:82][N:81]([C:46]2[N:47]=[C:48]([NH:63][C:64]3[CH:65]=[CH:66][C:67]([O:70][C:71]4[CH:76]=[CH:75][CH:74]=[CH:73][CH:72]=4)=[CH:68][CH:69]=3)[C:49]3[C:55](=[O:56])[NH:54][CH:53]=[C:52]([C:57]4[CH:58]=[CH:59][CH:60]=[CH:61][CH:62]=4)[C:50]=3[N:51]=2)[CH2:80][CH2:79]1 |f:2.3.4|. Procedure details: A 20 mL reaction vessel was charged with 2-(methylthio)-4-(4-phenoxyphenyl amino)pyrido[4,3-d]pyrimidin-5(6H)-one (221a, 182 mg, 0.48 mmol) and N-iodosuccinmide (158 mg, 0.70 mmol) in 8 mL dry DMF. The reaction mixture was stirred at 60° C. for 2 hours. The solvent was removed under reduced pressure yielding the pale brown solid (221b) after being recrystallized from acetonitrile (210 mg, 87%). A 20 mL reaction vessel was charged with 8-iodo-2-(methylthio)-4-(4-phenoxyphenylamino)pyrido[4,3-d]py... Reagents/catalysts: [Zn] (zinc). Product: O1CCCC2=CC=CC(=C12)C(=O)O (chroman-8-carboxylic acid), desired acid ( 56 ). RXN SMILES: [O:1]1[C:10]2[C:5](=[CH:6][CH:7]=[CH:8][CH:9]=2)[C:4](=O)[CH2:3][CH2:2]1.O1C2C(=CC=CC=2)CCC1.[Li]CCCC.[C:27](=[O:29])=[O:28]>C(O)(=O)C.[Zn]>[O:1]1[C:10]2[C:5](=[CH:6][CH:7]=[CH:8][C:9]=2[C:27]([OH:29])=[O:28])[CH2:4][CH2:3][CH2:2]1. Procedure details: The synthesis of chroman-5-carboxylic acid derivatives started with the alkylation of 3-hydroxy-benzoic acid methyl ester (49; commercially available) with propargyl bromide in the presence of K2CO3 to give phenylether (50) which was cyclised to the chromen derivative (51) by heating to reflux in N,N-diethylaniline. The carboxylic ester was saponified by treatment of (51) with NaOH in MeOH and water and the obtained chromen derivative (52) was hydrogenated to give the desired acid (53). The corr... Run in C(C)(=O)O (acetic acid). Reactants: O1CCC(C2=CC=CC=C12)=O (4-chromanone), [Li]CCCC (n-BuLi), C(=O)=O (carbon dioxide), O1CCCC2=CC=CC=C12 (chroman).